describe an organic reaction: reactants, conditions, products, and yield From a dataset of the Open Reaction Database (ORD), a public repository of structured organic reaction records. The reactants are OC1C(CCCC1)N1CCC2(C(NCN2C2=CC=CC=C2)=O)CC1 (8-(2-hydroxy-cyclohexyl)-1-phenyl-1,3,8-triaza-spiro[4.5]decan-4-one), CC(CCN1CNC(C12CCN(CC2)C2C(CCCC2)=O)=O)C (rac-1-(3-methyl-butyl)-8-(2-oxo-cyclohexyl)-1,3,8-triaza-spiro[4.5]decan-4-one). The product is O=C1C(CCCC1)N1CCC2(C(NCN2C2=CC=CC=C2)=O)CC1 (rac-8-(2-Oxo-cyclohexyl)-1-phenyl-1,3,8-triaza-spiro[4.5]decan-4-one). RXN SMILES: [OH:1][CH:2]1[CH2:7][CH2:6][CH2:5][CH2:4][CH:3]1[N:8]1[CH2:24][CH2:23][C:11]2([N:15]([C:16]3[CH:21]=[CH:20][CH:19]=[CH:18][CH:17]=3)[CH2:14][NH:13][C:12]2=[O:22])[CH2:10][CH2:9]1.CC(C)CCN1C2(CCN(C3CCCCC3=O)CC2)C(=O)NC1>>[O:1]=[C:2]1[CH2:7][CH2:6][CH2:5][CH2:4][CH:3]1[N:8]1[CH2:9][CH2:10][C:11]2([N:15]([C:16]3[CH:21]=[CH:20][CH:19]=[CH:18][CH:17]=3)[CH2:14][NH:13][C:12]2=[O:22])[CH2:23][CH2:24]1. Procedure details: The title compound was prepared from (rac,trans) 8-(2-hydroxy-cyclohexyl)-1-phenyl-1,3,8-triaza-spiro[4.5]decan-4-one in analogy of the procedure described for the synthesis of rac-1-(3-methyl-butyl)-8-(2-oxo-cyclohexyl)-1,3,8-triaza-spiro[4.5]decan-4-one (Example 73d). rac-8-(2-Oxo-cyclohexyl)-1-phenyl-1,3,8-triaza-spiro[4.5]decan-4-one was obtained as yellow solid, MS (ISP): 328.4 MH+.